This data is from the Open Reaction Database (ORD), a public repository of structured organic reaction records. The task is: describe an organic reaction: reactants, conditions, products, and yield The reactants are C(CCC)[Li] (n-butyl-lithium), BrC1=CC=CC(=N1)N(C)C ((6-bromo-pyridin-2-yl)-dimethyl-amine), C(CCC)[Sn](CCCC)(CCCC)Cl (tri-n-butyltin chloride). The solvent is hexanes, O1CCCC1 (tetrahydrofuran), C([O-])(O)=O.[Na+] (sodium bicarbonate), C(C)(=O)OCC (ethyl acetate), C(C)(=O)OCC (ethyl acetate), BrC=1C=C2C=NNC2=CC1 (5-bromo-1H-indazole). Reaction conditions: temperature 0 celsius. Product: CN(C1=NC(=CC=C1)[Sn](CCCC)(CCCC)CCCC)C (dimethyl-(6-tributylstannanyl-pyridin-2-yl)-amine). Isolated yield 50.0%. As a reaction SMILES: Br[C:2]1[N:7]=[C:6]([N:8]([CH3:10])[CH3:9])[CH:5]=[CH:4][CH:3]=1.C([Li])CCC.[CH2:16]([Sn:20](Cl)([CH2:25][CH2:26][CH2:27][CH3:28])[CH2:21][CH2:22][CH2:23][CH3:24])[CH2:17][CH2:18][CH3:19]>BrC1C=C2C(=CC=1)NN=C2.O1CCCC1.C(=O)(O)[O-].[Na+].C(OCC)(=O)C>[CH3:9][N:8]([CH3:10])[C:6]1[CH:5]=[CH:4][CH:3]=[C:2]([Sn:20]([CH2:21][CH2:22][CH2:23][CH3:24])([CH2:25][CH2:26][CH2:27][CH3:28])[CH2:16][CH2:17][CH2:18][CH3:19])[N:7]=1 |f:5.6|. Procedure details: Add dropwise a solution of (6-bromo-pyridin-2-yl)-dimethyl-amine (8; g, 39.8 mmol) in anhydrous tetrahydrofuran (10; mL) to a stirring cooled solution of n-butyl-lithium in hexanes (2.5; M, 19.1; mL, 47.7; mmol) in anhydrous tetrahydrofuran (160; mL) under nitrogen at −75° C. at a rate so that the internal reaction temperature does not exceed −70° C. After 1; h at −75° C., add dropwise tri-n-butyltin chloride (13; g, 39.8; mmol), stir for 30; min and warm to 0° C. Add water (200; mL) and then di... Starting materials: Cl (HCl), O.[OH-].[Li+] (lithium hydroxide monohydrate), COC(C1=C(C=C(C=C1)N1C(C2=C(CC1)C=C(S2)C2=CC=C(C=C2)OC)=O)OC)=O (2-methoxy-4-[2-(4-methoxy-phenyl)-7-oxo-4,7-dihydro-5H-thieno[2,3-c]pyridin-6-yl]-benzoic acid methyl ester). Run in O (water), O1CCOCC1 (dioxane), O (water). Yields the product COC1=C(C(=O)O)C=CC(=C1)N1C(C2=C(CC1)C=C(S2)C2=CC=C(C=C2)OC)=O (2-Methoxy-4-[2-(4-methoxy-phenyl)-7-oxo-4,7-dihydro-5H-thieno[2,3-c]pyridin-6-yl]-benzoic acid). As a reaction SMILES: C[O:2][C:3](=[O:30])[C:4]1[CH:9]=[CH:8][C:7]([N:10]2[CH2:15][CH2:14][C:13]3[CH:16]=[C:17]([C:19]4[CH:24]=[CH:23][C:22]([O:25][CH3:26])=[CH:21][CH:20]=4)[S:18][C:12]=3[C:11]2=[O:27])=[CH:6][C:5]=1[O:28][CH3:29].O.[OH-].[Li+].Cl>O1CCOCC1.O>[CH3:29][O:28][C:5]1[CH:6]=[C:7]([N:10]2[CH2:15][CH2:14][C:13]3[CH:16]=[C:17]([C:19]4[CH:20]=[CH:21][C:22]([O:25][CH3:26])=[CH:23][CH:24]=4)[S:18][C:12]=3[C:11]2=[O:27])[CH:8]=[CH:9][C:4]=1[C:3]([OH:30])=[O:2] |f:1.2.3|. Reported procedure: Dissolve 2-methoxy-4-[2-(4-methoxy-phenyl)-7-oxo-4,7-dihydro-5H-thieno[2,3-c]pyridin-6-yl]-benzoic acid methyl ester (0.2274 g, 0.54 mmol) in dioxane (10 mL) and add lithium hydroxide monohydrate (124 mg, 2.69 mmol) followed by water (5 mL). Stir the reaction at RT overnight, dilute with water (10 mL), and acidify with 1 N HCl. Collect the solid by filtration and wash with water (2×10 mL) and Et2O (2×10 mL). Dry the solid in a vacuum oven to give 0.145 g (66%). LC-MS/ES m/z 410.3 [M+H]+. The reactants are CCCCO, CC(C)O, Cc1cc(OCC(O)CCCl)ccc1Cl, Fc1ccc(N2CCNCC2)cc1, [I-], [K+], [Na+], [Na+], O=C([O-])[O-]. Reaction SMILES: [CH2:41]([OH:42])[CH2:43][CH2:44][CH3:45].[CH3:37][CH:38]([OH:39])[CH3:40].[Cl:14][CH2:15][CH2:16][CH:17]([CH2:18][O:19][c:20]1[cH:21][c:22]([CH3:27])[c:23]([Cl:26])[cH:24][cH:25]1)[OH:28].[F:1][c:2]1[cH:3][cH:4][c:5]([N:8]2[CH2:9][CH2:10][NH:11][CH2:12][CH2:13]2)[cH:6][cH:7]1.[I-:36].[K+:35].[Na+:29].[Na+:30].[O-:31][C:32](=[O:33])[O-:34]>>[ClH:14].[F:1][c:2]1[cH:3][cH:4][c:5]([N:8]2[CH2:9][CH2:10][N:11]([CH2:15][CH2:16][CH:17]([CH2:18][O:19][c:20]3[cH:21][c:22]([CH3:27])[c:23]([Cl:26])[cH:24][cH:25]3)[OH:28])[CH2:12][CH2:13]2)[cH:6][cH:7]1. The product is Cl, Cc1cc(OCC(O)CCN2CCN(c3ccc(F)cc3)CC2)ccc1Cl. The reactants are CC(=O)N1CCc2cc(Br)c(OCC3=CCN(C)CC3)cc21, Cc1ccccc1, c1ccccc1. Product: CC(=O)N1CCc2cc3c(cc21)OCC31CCN(C)CC1. As a reaction SMILES: [C:1]([CH3:2])(=[O:3])[N:4]1[CH2:5][CH2:6][c:7]2[cH:8][c:9]([Br:22])[c:10]([O:13][CH2:14][C:15]3=[CH:16][CH2:17][N:18]([CH3:21])[CH2:19][CH2:20]3)[cH:11][c:12]21.[CH3:23][c:24]1[cH:25][cH:26][cH:27][cH:28][cH:29]1.[cH:30]1[cH:31][cH:32][cH:33][cH:34][cH:35]1>>[C:1]([CH3:2])(=[O:3])[N:4]1[CH2:5][CH2:6][c:7]2[cH:8][c:9]3[c:10]([cH:11][c:12]21)[O:13][CH2:14][C:15]31[CH2:16][CH2:17][N:18]([CH3:21])[CH2:19][CH2:20]1. Reactants: C([O-])([O-])=O.[Ca+2] (calcium carbonate), C(C)(=O)O (acetic acid), C(C)(=O)O (acetic acid). Run at time 8 hour. The product is C(C)(=O)[O-].[Ca+2].C(C)(=O)[O-] (calcium acetate). As a reaction SMILES: C(=O)([O-])[O-].[Ca+2:5].[C:6]([OH:9])(=[O:8])[CH3:7]>>[C:6]([O-:9])(=[O:8])[CH3:7].[Ca+2:5].[C:6]([O-:9])(=[O:8])[CH3:7] |f:0.1,3.4.5|. Procedure: In a similar experiment, 200 g of the ash was mixed with 3.0 L of 20% (v/v) or 21% (w/w) acetic acid. That amount of acetic acid corresponded to 4.2 times the stoichiometric proportion of calcium carbonate in the ash. The slurry was agitated and left overnight at room temperature. 2.7 L of liquid was collected. The liquid collected contained 9.2±0.2% solids (based on two separate measurements), as was shown by evaporation of a 10-mL sample at 105° C. The theoretical amount of calcium acetate, fo... The reactants are CC(=O)OI1(C=2C=CC=CC2C(=O)O1)(OC(=O)C)OC(=O)C (Dess-Martin Periodinane), ClC=1C=C(C(N(N1)C)=O)NC1=NC=C(C=C1)OC(CO)(C)C (6-Chloro-4-(5-(1-hydroxy-2-methylpropan-2-yloxy)pyridine-2-ylamino)-2-methylpyridazin-3-(2H)-one), C([O-])(O)=O.[Na+] (sodium bicarbonate), solution, S(=S)(=O)([O-])[O-].[Na+].[Na+] (sodium thiosulfate). Run in C(C)(=O)OCC (Ethyl acetate), O1CCCC1 (tetrahydrofuran), ClCCl (dichloromethane). Reaction conditions: time 40 minute. Yields the product ClC=1C=C(C(N(N1)C)=O)NC1=CC=C(C=N1)OC(C=O)(C)C (2-[6-(6-chloro-2-methyl-3-oxo-2,3-dihydro-pyridazin-4-ylamino)-pyridin-3-yloxy]-2-methyl-propionaldehyde). Isolated yield 71.8%. RXN SMILES: [Cl:1][C:2]1[CH:3]=[C:4]([NH:10][C:11]2[CH:16]=[CH:15][C:14]([O:17][C:18]([CH3:22])([CH3:21])[CH2:19][OH:20])=[CH:13][N:12]=2)[C:5](=[O:9])[N:6]([CH3:8])[N:7]=1.CC(OI1(OC(C)=O)(OC(C)=O)OC(=O)C2C=CC=CC1=2)=O.C(=O)(O)[O-].[Na+].S([O-])([O-])(=O)=S.[Na+].[Na+]>O1CCCC1.ClCCl.C(OCC)(=O)C>[Cl:1][C:2]1[CH:3]=[C:4]([NH:10][C:11]2[N:12]=[CH:13][C:14]([O:17][C:18]([CH3:22])([CH3:21])[CH:19]=[O:20])=[CH:15][CH:16]=2)[C:5](=[O:9])[N:6]([CH3:8])[N:7]=1 |f:2.3,4.5.6|. Procedure: 6-Chloro-4-(5-(1-hydroxy-2-methylpropan-2-yloxy)pyridine-2-ylamino)-2-methylpyridazin-3-(2H)-one (965 mg, 2.97 mmol) was taken up in a mixture of tetrahydrofuran (25 ml) and dichloromethane (15 ml). To the suspension was added Dess-Martin Periodinane (1.64 g, 3.86 mmol) and the flask was capped and stirred for 40 minutes. An aqueous saturated solution of sodium bicarbonate (50 ml) followed by the addition of an aqueous 10% solution of sodium thiosulfate (50 ml) and the material was stirred vigor... Starting materials: C(C)OC(CC=1C=C(C(=CC1)OC)C1=C(C=C(C=C1)C(F)(F)F)CN)=O ((2′-aminomethyl-6-methoxy-4′-trifluoromethyl-biphenyl-3-yl)-acetic acid ethyl ester), C(C1=CC=CC=C1)N=C=O (benzyl isocyanate). Yields the product C(C)OC(CC=1C=C(C(=CC1)OC)C1=C(C=C(C=C1)C(F)(F)F)CNC(=O)NCC1=CC=CC=C1)=O ([2′-(3-Benzyl-ureidomethyl)-6-methoxy-4′-trifluoromethyl-biphenyl-3-yl]-acetic acid ethyl ester). Reaction SMILES: [CH2:1]([O:3][C:4](=[O:26])[CH2:5][C:6]1[CH:7]=[C:8]([C:14]2[CH:19]=[CH:18][C:17]([C:20]([F:23])([F:22])[F:21])=[CH:16][C:15]=2[CH2:24][NH2:25])[C:9]([O:12][CH3:13])=[CH:10][CH:11]=1)[CH3:2].[CH2:27]([N:34]=[C:35]=[O:36])[C:28]1[CH:33]=[CH:32][CH:31]=[CH:30][CH:29]=1>>[CH2:1]([O:3][C:4](=[O:26])[CH2:5][C:6]1[CH:7]=[C:8]([C:14]2[CH:19]=[CH:18][C:17]([C:20]([F:23])([F:21])[F:22])=[CH:16][C:15]=2[CH2:24][NH:25][C:35]([NH:34][CH2:27][C:28]2[CH:33]=[CH:32][CH:31]=[CH:30][CH:29]=2)=[O:36])[C:9]([O:12][CH3:13])=[CH:10][CH:11]=1)[CH3:2]. Procedure: Prepared according to the procedure described in Example 95, Step 1, using the following starting materials: (2′-aminomethyl-6-methoxy-4′-trifluoromethyl-biphenyl-3-yl)-acetic acid ethyl ester and benzyl isocyanate. Starting materials: Cl.COC([C@@H](N)CC1=CC(=C(C=C1)Cl)Br)=O (3-bromo-4-chloro-L-phenylalanine methyl ester hydrochloride), N1=C2C(=NS1)C(=CC=C2)S(=O)(=O)NC2=C(C(=O)O)C=CC(=C2)Br (2-(benzo[1,2,5]thiadiazole-4-sulfonylamino)-4-bromobenzoic acid), methyl ester. Product: N1=C2C(=NS1)C(=CC=C2)S(=O)(=O)NC2=C(C(=O)N[C@H](C(=O)O)CC1=CC(=C(C=C1)Cl)Br)C=CC(=C2)Br ((S)-2-[2-(Benzo[1,2,5]thiadiazole-4-sulfonylamino)-4-bromo-benzoylamino]-3-(3-bromo-4-chloro-phenyl)-propionic acid). As a reaction SMILES: Cl.C[O:3][C:4](=[O:16])[C@H:5]([CH2:7][C:8]1[CH:13]=[CH:12][C:11]([Cl:14])=[C:10]([Br:15])[CH:9]=1)[NH2:6].[N:17]1[S:21][N:20]=[C:19]2[C:22]([S:26]([NH:29][C:30]3[CH:38]=[C:37]([Br:39])[CH:36]=[CH:35][C:31]=3[C:32](O)=[O:33])(=[O:28])=[O:27])=[CH:23][CH:24]=[CH:25][C:18]=12>>[N:17]1[S:21][N:20]=[C:19]2[C:22]([S:26]([NH:29][C:30]3[CH:38]=[C:37]([Br:39])[CH:36]=[CH:35][C:31]=3[C:32]([NH:6][C@@H:5]([CH2:7][C:8]3[CH:13]=[CH:12][C:11]([Cl:14])=[C:10]([Br:15])[CH:9]=3)[C:4]([OH:3])=[O:16])=[O:33])(=[O:28])=[O:27])=[CH:23][CH:24]=[CH:25][C:18]=12 |f:0.1|. Reported procedure: The title compound was prepared from 3-bromo-4-chloro-L-phenylalanine methyl ester hydrochloride and 2-(benzo[1,2,5]thiadiazole-4-sulfonylamino)-4-bromobenzoic acid as in Example 1, Part C, followed by hydrolysis of the resulting methyl ester as in EXAMPLE 2, Part E. HPLC: RT=10.05 min. MS (ESI−): mass calcd. for C22H15Br2ClN4O5S2, 674.77; m/z found, 673/675 [M−H]−. 1H NMR (400 MHz, acetone-d6): 11.77 (s,1H), 8.46-8.42 (m,1H), 8.34-8.29 (m,1H), 8.19-8.13 (m,1H), 7.93-7.87 (m, 1H), 7.87-7.82 (m, ...